Dataset: the Open Reaction Database (ORD), a public repository of structured organic reaction records. Task: describe an organic reaction: reactants, conditions, products, and yield Reactants: ice, NC1=NC(=CC(=C1)C)C.NC1=NC(=CC(=C1[N+](=O)[O-])C)C (2-Amino-4,6-dimethyl-3-nitropyridine 2-Amino-4,6-dimethylpyridine), OS(=O)(=O)O (H2SO4), [N+](=O)(O)[O-] (HNO3), OS(=O)(=O)O (H2SO4), [NH4+].[OH-] (NH4OH). Run at temperature 0 celsius. Yields the product N([N+](=O)[O-])C1=NC(=CC(=C1)C)C (2-nitramino-4,6-dimethylpyridine). Yield: 97.3%. As a reaction SMILES: [NH2:1][C:2]1[CH:7]=[C:6]([CH3:8])[CH:5]=[C:4]([CH3:9])[N:3]=1.NC1C([N+:17]([O-:19])=[O:18])=C(C)C=C(C)N=1.OS(O)(=O)=O.[N+]([O-])(O)=O.[NH4+].[OH-]>>[NH:1]([C:2]1[CH:7]=[C:6]([CH3:8])[CH:5]=[C:4]([CH3:9])[N:3]=1)[N+:17]([O-:19])=[O:18] |f:0.1,4.5|. Procedure: 2-Amino-4,6-dimethyl-3-nitropyridine 2-Amino-4,6-dimethylpyridine (10.0 g, 81.8 mmol) was added portion-wise to 65 mL of H2SO4 (conc. d=1.84) which was stirred (mechanical) at 0° C. After complete addition, the mixture was warmed to room temperature until the mixture became homogeneous. The solution was then cooled to -10 C. and a pre-cooled (0° C.) mixture of concentrated HNO3 (11.5 mL, d=1.40) and H2SO4 (8.2 mL, d=1.84) was added at such a rate as not to raise the internal reaction temperature... The reactants are NC1=[N+](C(=CC(=C1)NCCCC1=CC=CC=C1)N)[O-] (2,6-diamino-4-((3-phenyl-1-propyl)amino)-pyridine-1-oxide), ClS(=O)(=O)O (chlorosulfonic acid), C(C)(C)N(CC)C(C)C (di-isopropylethylamine). The solvent is C(Cl)(Cl)Cl (chloroform). Run at time 8 hour. Yields the product 2,6-diamino-4-((3-phenyl)-1-propyl)amino, [OH-].S(=O)(=O)(O)O[N+]1=CC=CC=C1 (1-(sulfooxy)-pyridinium hydroxide). RXN SMILES: N[C:2]1[CH:7]=[C:6](NCCCC2C=CC=CC=2)[CH:5]=[C:4](N)[N+:3]=1[O-:19].Cl[S:21]([OH:24])(=[O:23])=[O:22].C(N(C(C)C)CC)(C)C>C(Cl)(Cl)Cl>[OH-:19].[S:21]([O:19][N+:3]1[CH:4]=[CH:5][CH:6]=[CH:7][CH:2]=1)([OH:24])(=[O:23])=[O:22] |f:4.5|. Procedure details: A mixture of 1.00 grams of 2,6-diamino-4-((3-phenyl-1-propyl)amino)-pyridine-1-oxide, 1.50 grams of chlorosulfonic acid, and 2.5 grams of di-isopropylethylamine in 25 ml of chloroform is stirred overnight. The mixture is concentrated in vacuo. The residue is stirred with aqueous sodium bicarbonate, filtered and washed with ether to give the crude product. This is recrystallized from DMF and ethyl acetate to yield the purified 2,6-diamino-4-((3-phenyl)-1-propyl)amino)-1-(sulfooxy)-pyridinium hydr... Starting materials: FC1=CC=C(C=C1)C(CNC1=NC=C(C=C1)C=C)(C)C (N-(2-(4-fluorophenyl)-2-methylpropyl)-5-vinylpyridin-2-amine), C1CCOC1 (THF), [NH+]1(CCOCC1)[O-] (morpholine N-oxide). The reagents and catalysts are [Os](=O)(=O)(=O)=O (Osmium tetraoxide). Run in C1CCOC1.O (THF water), O (water). Reaction conditions: time 1 hour. Product: FC1=CC=C(C=C1)C(CNC1=CC=C(C=N1)C(CO)O)(C)C (1-(6-(2-(4-fluorophenyl)-2-methylpropylamino)pyridin-3-yl)ethane-1,2-diol). Isolated yield 86.0%. Reaction SMILES: [F:1][C:2]1[CH:7]=[CH:6][C:5]([C:8]([CH3:20])([CH3:19])[CH2:9][NH:10][C:11]2[CH:16]=CC(C=C)=[CH:13][N:12]=2)=[CH:4][CH:3]=1.[NH+]1([O-])CC[O:24]CC1.[CH2:28]1[CH2:32][O:31][CH2:30][CH2:29]1>C1COCC1.O.O.[Os](=O)(=O)(=O)=O>[F:1][C:2]1[CH:7]=[CH:6][C:5]([C:8]([CH3:20])([CH3:19])[CH2:9][NH:10][C:11]2[N:12]=[CH:13][C:29]([CH:28]([OH:24])[CH2:32][OH:31])=[CH:30][CH:16]=2)=[CH:4][CH:3]=1 |f:3.4|. Reported procedure: N-(2-(4-fluorophenyl)-2-methylpropyl)-5-vinylpyridin-2-amine (158 mg, 0.6 mmol, 1.0 equiv) was added to a foil-covered 20 dram vial and then dissolved in a 50% THF/water mixture (6 mL). Osmium tetraoxide (15 mg, 0.06 mmol, 0.1 equiv) and morpholine N-oxide (103 mg, 0.9 mmol, 1.5 equiv) were added, and the reaction was stirred for 1 h. Additional THF (3 mL) was added, and the reaction was stirred for 3 h. The reaction mixture was then diluted with water (10 mL) and extracted with ethyl acetate (3... Starting materials: O=C1CCN(CC1)C(=O)OC(C)(C)C (tert-butyl 4-oxo-1-piperidine carboxylate), C1(=CC=CC=C1)CCN (2-phenylethylamine), C(C)(=O)O (acetic acid), [BH3-]C#N.[Na+] (NaCNBH3). The solvent is CO (methanol), CO (methanol), CO (methanol), CO (methanol), O (water). Run at time 24 hour. Product: C1(=CC=CC=C1)CCNC1CCN(CC1)C(=O)OC(C)(C)C (tert-butyl 4-(2-phenylethyl)amino-piperidine carboxylate). As a reaction SMILES: O=[C:2]1[CH2:7][CH2:6][N:5]([C:8]([O:10][C:11]([CH3:14])([CH3:13])[CH3:12])=[O:9])[CH2:4][CH2:3]1.[C:15]1([CH2:21][CH2:22][NH2:23])[CH:20]=[CH:19][CH:18]=[CH:17][CH:16]=1.C(O)(=O)C.[BH3-]C#N.[Na+]>CO.O>[C:15]1([CH2:21][CH2:22][NH:23][CH:2]2[CH2:7][CH2:6][N:5]([C:8]([O:10][C:11]([CH3:14])([CH3:13])[CH3:12])=[O:9])[CH2:4][CH2:3]2)[CH:20]=[CH:19][CH:18]=[CH:17][CH:16]=1 |f:3.4|. Procedure: To a solution of commercially available tert-butyl 4-oxo-1-piperidine carboxylate (400 mg, 2 mmol) in methanol (1 ml) and 2-phenylethylamine (0.143 ml, 1 mmol) in methanol (1 ml) was added acetic acid in methanol (1 M, 1.34 ml) followed by NaCNBH3 in methanol (0.3 M, 4.4 ml). The resulting solution was stirred at room temperature. After 24 h, water (2 ml) was added, and the mixture was stirred for 1 h, before it was concentrated. The resulting oil was redissolved in diethyl ether (20 ml), extrac... The reactants are C(CCCC)C(=CC=CC(=O)O)CCCCC (5-pentyl-2,4-decadienoic acid), [N+](=O)([O-])C1=CC=C(C=C1)O (4-nitrophenol), C1(CCCCC1)N=C=NC1CCCCC1 (1,3-dicyclohexylcarbodiimide). Run in ClCCl (dichloromethane). Run at time 18 hour. Yields the product [N+](=O)([O-])C1=CC=C(C=C1)OC(C=CC=C(CCCCC)CCCCC)=O (5-pentyl-2,4-decadienoic acid 4-nitrophenyl ester). The yield is 40.6%. RXN SMILES: [CH2:1]([C:6]([CH2:13][CH2:14][CH2:15][CH2:16][CH3:17])=[CH:7][CH:8]=[CH:9][C:10]([OH:12])=[O:11])[CH2:2][CH2:3][CH2:4][CH3:5].[N+:18]([C:21]1[CH:26]=[CH:25][C:24](O)=[CH:23][CH:22]=1)([O-:20])=[O:19].C1(N=C=NC2CCCCC2)CCCCC1>ClCCl>[N+:18]([C:21]1[CH:26]=[CH:25][C:24]([O:11][C:10](=[O:12])[CH:9]=[CH:8][CH:7]=[C:6]([CH2:1][CH2:2][CH2:3][CH2:4][CH3:5])[CH2:13][CH2:14][CH2:15][CH2:16][CH3:17])=[CH:23][CH:22]=1)([O-:20])=[O:19]. Procedure details: As in Example 115, 5-pentyl-2,4-decadienoic acid (4.0 g) and 4-nitrophenol (2.8 g) in 30 mL of dichloromethane was treated with 1,3-dicyclohexylcarbodiimide (3.48 g) and the mixture was stirred at room temperature for 18 hours. After the usual work up, the crude ester was Purified by HPLC (ether-hexane; 1:24) to furnish 2,45 g of 5-pentyl-2,4-decadienoic acid 4-nitrophenyl ester as an oil. Reactants: NC=1C=NC=CC1N (3,4-diaminopyridine), C(C)(=O)O (acetic acid), polyphosphoric acid, [OH-].[NH4+] (ammonium hydroxide). The solvent is O (water). Reaction conditions: temperature 125 celsius. Product: CC=1NC2=C(C=NC=C2)N1 (2-methyl-1H-imidazo[4,5-c]pyridine). RXN SMILES: [NH2:1][C:2]1[CH:3]=[N:4][CH:5]=[CH:6][C:7]=1[NH2:8].[C:9](O)(=O)[CH3:10].[OH-].[NH4+]>O>[CH3:9][C:10]1[NH:8][C:7]2[CH:6]=[CH:5][N:4]=[CH:3][C:2]=2[N:1]=1 |f:2.3|. Reported procedure: A mixture of 5 g of 3,4-diaminopyridine, 3.9 ml of acetic acid and 50 ml of polyphosphoric acid was heated to 125° C. for 2 hours. The reaction mixture was poured into water and the pH adjusted to 8 with ammonium hydroxide. The product was extracted with methanol-chloroform (1:1) and the extracts dried over sodium sulfate and concentrated to dryness. Extraction of the residue with 50 ml of hot ethanol gave 3.98 g of product. Starting materials: O (H2O), FC1=CC2=C(C(=NO2)C2CCN(CC2)CC(=O)N)C=C1 (2-[4-(6-fluoro-1,2-benzisoxazol-3-yl)-1-piperidinyl]acetamide), BrCC=1C(=CC=CC1)CBr (α,α'-dibromoxylene), [H-].[Na+] (sodium hydride). The solvent is CN(C)C=O (DMF), CN(C)C=O (DMF). Run at time 3 hour. Yields the product FC1=CC2=C(C(=NO2)C2CCN(CC2)CC(=O)N2CC3=CC=CC=C3C2)C=C1 (2-[4-(6-Fluoro-1,2-benzisoxazol-3-yl)-1-piperidinyl]-1-(2,3-dihydro-1H-isoindol-2-yl)-ethanone). As a reaction SMILES: [F:1][C:2]1[CH:20]=[CH:19][C:5]2[C:6]([CH:9]3[CH2:14][CH2:13][N:12]([CH2:15][C:16]([NH2:18])=[O:17])[CH2:11][CH2:10]3)=[N:7][O:8][C:4]=2[CH:3]=1.[H-].[Na+].Br[CH2:24][C:25]1[C:26]([CH2:31]Br)=[CH:27][CH:28]=[CH:29][CH:30]=1.O>CN(C=O)C>[F:1][C:2]1[CH:20]=[CH:19][C:5]2[C:6]([CH:9]3[CH2:14][CH2:13][N:12]([CH2:15][C:16]([N:18]4[CH2:31][C:26]5[C:25](=[CH:30][CH:29]=[CH:28][CH:27]=5)[CH2:24]4)=[O:17])[CH2:11][CH2:10]3)=[N:7][O:8][C:4]=2[CH:3]=1 |f:1.2|. Procedure details: To a mixture of 2-[4-(6-fluoro-1,2-benzisoxazol-3-yl)-1-piperidinyl]acetamide (2.56 g, 9.2 mmol) in DMF (40 ml) was chipped in sodium hydride (770 mg, 60% in oil, 20.1 mmol) at room temperature under N2. The mixture was heated to 65 C. for 3 hours. α,α'-dibromoxylene (2.43 g, 9.2 mmol) was added and the resulting mixture was heated at 70 C. for 4 hours, then left standing overnight for 16 hours. The DMF mixture was poured into H2O (400 ml) and the organics were extracted into ethyl acetate (250 ...